This data is from the Open Reaction Database (ORD), a public repository of structured organic reaction records. The task is: describe an organic reaction: reactants, conditions, products, and yield Starting materials: CC(=O)[O-], CC(=O)[O-], CC(Cl)Cl, CC(O)C1C(=O)NC1C(C)C(=O)C(=[N+]=[N-])C(=O)OCc1ccc([N+](=O)[O-])cc1, [Rh+2], c1ccccc1. Product: CC(O)C1C(=O)N2C(C(=O)OCc3ccc([N+](=O)[O-])cc3)C(=O)C(C)C12. Reaction SMILES: [C:39]([O-:40])(=[O:41])[CH3:42].[C:44]([O-:45])(=[O:46])[CH3:47].[Cl:29][CH:30]([Cl:31])[CH3:32].[N+:1](=[N-:2])=[C:3]([C:4](=[O:5])[O:6][CH2:7][c:8]1[cH:9][cH:10][c:11]([N+:14](=[O:15])[O-:16])[cH:12][cH:13]1)[C:17]([CH:18]([CH3:19])[CH:20]1[NH:21][C:22](=[O:27])[CH:23]1[CH:24]([CH3:25])[OH:26])=[O:28].[Rh+2:43].[cH:33]1[cH:34][cH:35][cH:36][cH:37][cH:38]1>>[CH:3]1([C:4](=[O:5])[O:6][CH2:7][c:8]2[cH:9][cH:10][c:11]([N+:14](=[O:15])[O-:16])[cH:12][cH:13]2)[C:17](=[O:28])[CH:18]([CH3:19])[CH:20]2[N:21]1[C:22](=[O:27])[CH:23]2[CH:24]([CH3:25])[OH:26]. Procedure: The reaction and workup were carried out in the same manner as described in Example 1 using p-bromobenzoic acid N-isopropyl-N-cyclohexyl amide (2.353 g, 7.26 mmol), 3,5-dimethoxy phenol (1.061 g, 6.88 mmol) and cuprous oxide (492 mg, 3.44 mmol) in 2,4,6-collidine (15 ml). The crude product was chromatographed on silica gel using mixtures of ethyl acetate and hexane as eluents to give the title compound as a crystalline solid that could be recrystallized from ethyl acetate and hexane, m. pt. 140.... The product is C1(CCCCC1)N(C(C1=CC=C(C=C1)OC1=CC(=CC(=C1)OC)OC)=O)C(C)C (N-cyclohexyl-4-(3,5-dimethoxyphenoxy)-N-(1-methylethyl)benzamide). The reactants are C(C)(C)N(C(C1=CC=C(C=C1)Br)=O)C1CCCCC1 (p-bromobenzoic acid N-isopropyl-N-cyclohexyl amide), COC=1C=C(C=C(C1)OC)O (3,5-dimethoxy phenol), cuprous oxide. Reaction SMILES: [CH:1]([N:4]([CH:14]1[CH2:19][CH2:18][CH2:17][CH2:16][CH2:15]1)[C:5](=[O:13])[C:6]1[CH:11]=[CH:10][C:9](Br)=[CH:8][CH:7]=1)([CH3:3])[CH3:2].[CH3:20][O:21][C:22]1[CH:23]=[C:24]([OH:30])[CH:25]=[C:26]([O:28][CH3:29])[CH:27]=1>N1C(C)=CC(C)=CC=1C>[CH:14]1([N:4]([CH:1]([CH3:3])[CH3:2])[C:5](=[O:13])[C:6]2[CH:11]=[CH:10][C:9]([O:30][C:24]3[CH:25]=[C:26]([O:28][CH3:29])[CH:27]=[C:22]([O:21][CH3:20])[CH:23]=3)=[CH:8][CH:7]=2)[CH2:19][CH2:18][CH2:17][CH2:16][CH2:15]1. The solvent is N1=C(C=C(C=C1C)C)C (2,4,6-collidine).